Dataset: the Open Reaction Database (ORD), a public repository of structured organic reaction records. Task: describe an organic reaction: reactants, conditions, products, and yield The reactants are COc1ccc(CN)cc1, Cc1ccccc1, CCOC(=O)c1c(C)nc2cccc(C)c2c1Cl, CN(C)C=O. The product is CCOC(=O)c1c(C)nc2cccc(C)c2c1NCc1ccc(OC)cc1. RXN SMILES: [CH3:19][O:20][c:21]1[cH:22][cH:23][c:24]([CH2:27][NH2:28])[cH:25][cH:26]1.[CH3:29][c:30]1[cH:31][cH:32][cH:33][cH:34][cH:35]1.[Cl:1][c:2]1[c:3]([C:14](=[O:15])[O:16][CH2:17][CH3:18])[c:4]([CH3:13])[n:5][c:6]2[cH:7][cH:8][cH:9][c:10]([CH3:12])[c:11]12.[O:36]=[CH:37][N:38]([CH3:39])[CH3:40]>>[c:2]1([NH:28][CH2:27][c:24]2[cH:23][cH:22][c:21]([O:20][CH3:19])[cH:26][cH:25]2)[c:3]([C:14](=[O:15])[O:16][CH2:17][CH3:18])[c:4]([CH3:13])[n:5][c:6]2[cH:7][cH:8][cH:9][c:10]([CH3:12])[c:11]12. Starting materials: C(C(=O)Cl)(=O)Cl (oxalyl chloride), COC(C(C)(C1=CC=CC=C1)C)=O (2-methyl-2-phenyl-propionic acid methyl ester), [Al+3].[Cl-].[Cl-].[Cl-] (AlCl3). Run in C(Cl)Cl (CH2Cl2), C(Cl)Cl (CH2Cl2), C(Cl)Cl (CH2Cl2). Reaction conditions: time 30 minute. Yields the product COC(C(C)(C)C1=CC=C(C=C1)C(=O)Cl)=O (2-(4-chlorocarbonyl-phenyl)-2-methyl-propionic acid methyl ester). Reaction SMILES: [Al+3].[Cl-].[Cl-].[Cl-].[C:5](Cl)(=O)[C:6]([Cl:8])=[O:7].[CH3:11][O:12][C:13](=[O:23])[C:14]([CH3:22])([C:16]1[CH:21]=[CH:20]C=[CH:18][CH:17]=1)[CH3:15]>C(Cl)Cl>[CH3:11][O:12][C:13](=[O:23])[C:14]([C:16]1[CH:17]=[CH:18][C:5]([C:6]([Cl:8])=[O:7])=[CH:20][CH:21]=1)([CH3:22])[CH3:15] |f:0.1.2.3|. Procedure: To a suspension of AlCl3 (500.0 mg, 3.75 mmol) in CH2Cl2 at −10° C. was added dropwise oxalyl chloride (476.0 mg, 3.75 mmol) in CH2Cl2. The mixture was stirred at this temperature for 30 min. Then a solution of 2-methyl-2-phenyl-propionic acid methyl ester (178.0 mg, 1.0 mmol) in CH2Cl2 was added. The resulted mixture was stirred at −10° C. for 1 hr and rt overnight. The mixture was filtered through a pad of celite, the solvent and excess oxalyl chloride was removed under reduced pressure. The r... Starting materials: CC1(OCC(CO1)(CO)CC)C (2,2-dimethyl-5-ethyl-5-(hydroxymethyl)-1,3-dioxane), Cl (hydrochloric acid), [OH-].[K+] (potassium hydroxide), C1(=CC=C(C=C1)S(=O)(=O)O)C (p-toluenesulfonic acid). Solvent: CO (methanol). Conditions: time 21 hour. Yields the product OCC(CO)(CC)CO (2,2-bis(hydroxymethyl)-1-butanol). Isolated yield 179.7%. Reaction SMILES: CC1(C)[O:7][CH2:6][C:5]([CH2:10][CH3:11])([CH2:8][OH:9])[CH2:4][O:3]1.Cl.C1(C)C=CC(S(O)(=O)=O)=CC=1.[OH-].[K+]>CO>[OH:3][CH2:4][C:5]([CH2:8][OH:9])([CH2:10][CH3:11])[CH2:6][OH:7] |f:3.4|. Reported procedure: 7.8 g (17 mmol) of the crude sulfonate 6 prepared in step 2 are introduced into 60 ml of methanol, and 3 N hydrochloric acid is added dropwise until the pH is less than 5. 400 mg of p-toluenesulfonic acid are subsequently added, the mixture is stirred at room temperature for 21 hours, and methanolic potassium hydroxide solution is added until the mixture is slightly alkaline (pH≈8 to 9). The solvent is removed by distillation in vacuo, and the residue which remains is separated by column chromat... Run in C(C)O (ethanol), C(C)(C)O (isopropanol). RXN SMILES: [N:1]1[CH:6]=[CH:5][CH:4]=[N:3][C:2]=1[N:7]1[CH2:12][CH2:11][N:10]([CH2:13][CH2:14][CH2:15][CH2:16][N:17]2[C:26](=[O:27])[CH2:25][C:20]3([CH2:24][CH2:23][CH2:22][CH2:21]3)[CH2:19][C:18]2=[O:28])[CH2:9][CH2:8]1.[ClH:29]>C(O)C.C(O)(C)C>[ClH:29].[N:1]1[CH:6]=[CH:5][CH:4]=[N:3][C:2]=1[N:7]1[CH2:12][CH2:11][N:10]([CH2:13][CH2:14][CH2:15][CH2:16][N:17]2[C:26](=[O:27])[CH2:25][C:20]3([CH2:24][CH2:23][CH2:22][CH2:21]3)[CH2:19][C:18]2=[O:28])[CH2:9][CH2:8]1 |f:4.5|. Reactants: N1=C(N=CC=C1)N1CCN(CC1)CCCCN1C(CC2(CCCC2)CC1=O)=O (8-[4-[4-(pyrimidine-2-yl)-piperazine-1-yl]-butyl]-8-aza-spiro[4.5]decane-7,9-dione), Cl (hydrogen chloride). Procedure details: treating the 8-[4-[4-(pyrimidine-2-yl)-piperazine-1-yl]-butyl]-8-aza-spiro[4.5]decane-7,9-dione base with hydrogen chloride in ethanol or isopropanol under stirring at a temperature between 15° C. and 40° C. and isolating the 8-[4-[4-(pyrimidine-2-yl)-piperazine-1-yl]-butyl]-8-aza-spiro[4.5]decane-7,9-dione hydrochloride melting at 188°-191° C., or Product: Cl.N1=C(N=CC=C1)N1CCN(CC1)CCCCN1C(CC2(CCCC2)CC1=O)=O (8-[4-[4-(pyrimidine-2-yl)-piperazine-1-yl]-butyl]-8-aza-spiro[4.5]decane-7,9-dione hydrochloride). Starting materials: CC(=O)OC(C)(C)C, C[Si](C)(C)C#CC=N[Si](C)(C)C, [Li]. Product: CC(C)(C)OC(=O)CC(N)C#C[Si](C)(C)C. RXN SMILES: [C:13]([CH3:14])(=[O:15])[O:16][C:17]([CH3:18])([CH3:19])[CH3:20].[CH3:1][Si:2]([N:3]=[CH:4][C:5]#[C:6][Si:7]([CH3:8])([CH3:9])[CH3:10])([CH3:11])[CH3:12].[Li:21]>>[NH2:3][CH:4]([C:5]#[C:6][Si:7]([CH3:8])([CH3:9])[CH3:10])[CH2:14][C:13](=[O:15])[O:16][C:17]([CH3:18])([CH3:19])[CH3:20]. Reactants: C1(=CC=CC=C1)P(C1=CC=CC=C1)C1=CC=CC=C1 (triphenylphosphine), OC1=NOC=C1 (3-hydroxyisoxazole), OC1CN2CCC1CC2 (3-hydroxyquinuclidine), N(=NC(=O)OCC)C(=O)OCC (diethyl azodicarboxylate). Solvent: O1CCCC1 (tetrahydrofuran). Run at time 24 hour. Product: N12CC(C(CC1)CC2)OC2=NOC=C2 (3-(3-Quinuclidinyloxy)isoxazole). Yield: 76.2%. RXN SMILES: C1(P(C2C=CC=CC=2)C2C=CC=CC=2)C=CC=CC=1.N(C(OCC)=O)=NC(OCC)=O.[OH:32][C:33]1[CH:37]=[CH:36][O:35][N:34]=1.O[CH:39]1[CH:44]2[CH2:45][CH2:46][N:41]([CH2:42][CH2:43]2)[CH2:40]1>O1CCCC1>[N:41]12[CH2:46][CH2:45][CH:44]([CH2:43][CH2:42]1)[CH:39]([O:32][C:33]1[CH:37]=[CH:36][O:35][N:34]=1)[CH2:40]2. Procedure details: A solution of 9.18 g of triphenylphosphine in 100 ml of tetrahydrofuran was cooled to 5° C. 6.10 g of diethyl azodicarboxylate were then added dropwise to the cooled solution, after which 2.98 g of 3-hydroxyisoxazole and 4.45 g of 3-hydroxyquinuclidine were added, and the resulting mixture was stirred at room temperature for 24 hours. At the end of this time, the solvent was removed by distillation under reduced pressure, and the resulting residue was purified by column chromatography through si... Yield: 73.4%. The reactants are FC1=CC=C(C=C1)C(C1CCNCC1)C1=CC=C(C=C1)F (4-[bis(4-fluorophenyl)methyl]piperidine), ClCCCOC1=CC(=C(C=C1)C(C)=O)OC (1-[4-(3-chloropropoxy)-2-methoxyphenyl]ethanone), C([O-])([O-])=O.[K+].[K+] (potassium carbonate), [I-].[K+] (potassium iodide), oxalate salt, C(CCC)O (1-butanol). Procedure: A mixture of 4-[bis(4-fluorophenyl)methyl]piperidine (5.74 g, 0.024 mole), 1-[4-(3-chloropropoxy)-2-methoxyphenyl]ethanone (5.57 g, 0.024 mole), and potassium carbonate (5.54 g, 0.04 mole) was heated overnight at gentle reflux in 350 ml of 1-butanol containing potassium iodide (0.2 g). The reaction mixture was concentrated to dryness. The residue was partitioned several times between chloroform and water. The chloroform layer was back extracted with water and 5% sodium hydroxide. The chloroform ... RXN SMILES: [F:1][C:2]1[CH:7]=[CH:6][C:5]([CH:8]([C:15]2[CH:20]=[CH:19][C:18]([F:21])=[CH:17][CH:16]=2)[CH:9]2[CH2:14][CH2:13][NH:12][CH2:11][CH2:10]2)=[CH:4][CH:3]=1.Cl[CH2:23][CH2:24][CH2:25][O:26][C:27]1[CH:32]=[CH:31][C:30]([C:33](=O)[CH3:34])=[C:29]([O:36][CH3:37])[CH:28]=1.[C:38](=[O:41])([O-:40])[O-:39].[K+].[K+].[I-].[K+].C([OH:50])CCC>>[C:37]([OH:36])(=[O:50])[C:38]([OH:40])=[O:41].[F:21][C:18]1[CH:17]=[CH:16][C:15]([CH:8]([C:5]2[CH:6]=[CH:7][C:2]([F:1])=[CH:3][CH:4]=2)[CH:9]2[CH2:14][CH2:13][N:12]([CH2:23][CH2:24][CH2:25][O:26][C:27]3[CH:28]=[CH:29][C:30]([CH2:33][CH3:34])=[CH:31][C:32]=3[O:39][CH3:38])[CH2:11][CH2:10]2)=[CH:20][CH:19]=1 |f:2.3.4,5.6,8.9|. Product: C(C(=O)O)(=O)O.FC1=CC=C(C=C1)C(C1CCN(CC1)CCCOC1=C(C=C(C=C1)CC)OC)C1=CC=C(C=C1)F (4-[Bis(4-fluorophenyl)methyl]-1-[3-(4-ethyl-2-methoxyphenoxy)-propyl]piperidine oxalate).